Dataset: the Open Reaction Database (ORD), a public repository of structured organic reaction records. Task: describe an organic reaction: reactants, conditions, products, and yield The reactants are [OH-].[Na+] (sodium hydroxide), OC1=C(C=C(C=O)C=C1)OC (4-hydroxy-3-methoxybenzaldehyde), C(C)(C)O (isopropanol), aqueous solution. The reagents and catalysts are C1COCCOCCOCCOCCOCCO1 (18-crown-6 ether). Solvent: O (water). Reaction conditions: temperature 60 celsius, time 20 minute. Yields the product C(C)OC1=C(C=C(C=O)C=C1)OC (4-ethoxy-3-methoxybenzaldehyde). Yield: 92.0%. As a reaction SMILES: [OH:1][C:2]1[CH:9]=[CH:8][C:5]([CH:6]=[O:7])=[CH:4][C:3]=1[O:10][CH3:11].[CH:12](O)(C)[CH3:13].[OH-].[Na+]>C1OCCOCCOCCOCCOCCOC1.O>[CH2:12]([O:1][C:2]1[CH:9]=[CH:8][C:5]([CH:6]=[O:7])=[CH:4][C:3]=1[O:10][CH3:11])[CH3:13] |f:2.3|. Procedure: 76 grams of 4-hydroxy-3-methoxybenzaldehyde (0.5 mol) and 500 mL of isopropanol are added into a four-necked flask and then stirred for 20 minutes, a constant pressure dropping funnel is used for slowly dropping 150 milliliters of aqueous solution of 6.5 grams of 18-crown-6 ether and 133 grams of sodium hydroxide, and stirring is performed for 30 minutes, the reaction system is heated to 60° C., at which 85 grams of bromethyl is dropped for reacting for 5 to 6 hours while TLC tracking is impleme... The reactants are CON(C(C1=CC(=NC=C1)OC)=O)C (N,2-dimethoxy-N-methylisonicotinamide), NC1=NN2C(C=CC=C2C(=O)C2=CC(=NC=C2)OC)=N1 ((2-Amino-[1,2,4]triazolo[1,5-a]pyridin-5-yl)(2-methoxypyridin-4-yl)methanone), BrC1=CC=CC=2N1N=C(N2)N (5-Bromo-[1,2,4]triazolo[1,5-a]pyridin-2-amine), C(CCC)[Li] (n-Butyl lithium). Run in O1CCCC1 (tetrahydrofuran), O1CCCC1 (tetrahydrofuran). Conditions: time 1 hour. Product: OC1=NC=CC(=C1)CC1=CC=CC=2N1N=C(N2)NC=2C=C1CNC(C1=CC2)=O (5-(5-((2-Hydroxypyridin-4-yl)methyl)[1,2,4]triazolo[1,5-a]pyridin-2-ylamino)isoindolin-1-one). RXN SMILES: [NH2:1][C:2]1[N:20]=[C:5]2[CH:6]=[CH:7][CH:8]=[C:9]([C:10]([C:12]3[CH:17]=[CH:16][N:15]=[C:14]([O:18]C)[CH:13]=3)=O)[N:4]2[N:3]=1.BrC1N2N=C(N)N=C2C=CC=1.[CH2:32]([Li])[CH2:33][CH2:34][CH3:35].CO[N:39]([CH3:50])[C:40](=[O:49])[C:41]1C=CN=C(OC)[CH:42]=1>O1CCCC1>[OH:18][C:14]1[CH:13]=[C:12]([CH2:10][C:9]2[N:4]3[N:3]=[C:2]([NH:1][C:33]4[CH:34]=[C:35]5[C:41](=[CH:42][CH:32]=4)[C:40](=[O:49])[NH:39][CH2:50]5)[N:20]=[C:5]3[CH:6]=[CH:7][CH:8]=2)[CH:17]=[CH:16][N:15]=1. Reported procedure: (2-Amino-[1,2,4]triazolo[1,5-a]pyridin-5-yl)(2-methoxypyridin-4-yl)methanone. 5-Bromo-[1,2,4]triazolo[1,5-a]pyridin-2-amine (10 g, 46.9 mmol) was suspended in anhydrous tetrahydrofuran (300 mL) and cooled to −78° C. n-Butyl lithium (64.5 mL, 103 mmol) was added over 30 minutes and the solution was allowed to stir for 1 h (brown suspension). N,2-dimethoxy-N-methylisonicotinamide (9.21 g, 46.9 mmol) dissolved in tetrahydrofuran (50 mL, dried over molecular sieves) was added dropwise via syringe (b... Reactants: [N+](=O)([O-])CCCC(=O)OC (methyl 4-nitrobutyrate), O.CNC (dimethylamine water). The solvent is CO (methanol). Reaction conditions: time 48 hour. Product: CN(C(CCC[N+](=O)[O-])=O)C (N,N-Dimethyl-4-Nitro-Butyramide). Isolated yield 90.9%. RXN SMILES: [N+:1]([CH2:4][CH2:5][CH2:6][C:7]([O:9]C)=O)([O-:3])=[O:2].O.[CH3:12][NH:13][CH3:14]>CO>[CH3:12][N:13]([CH3:14])[C:7](=[O:9])[CH2:6][CH2:5][CH2:4][N+:1]([O-:3])=[O:2] |f:1.2|. Procedure: To a solution of methyl 4-nitrobutyrate (1.0 g, 6.80 mmol) in methanol (10 ml) was added 40% dimethylamine water solution (12.5 ml, 102 mmol). The solution was stirred at room temperature for 48 h, concentrated by vacuum, and diluted with ethyl acetate (20 ml). The organic layer was dried and evaporated. The residue was purified by flash chromatography over silica gel (Hexane-EtOAc, 1:1) to give the title product (0.99 g, 91%). 1H NMR (CDCl3): 4.53 (t, J=6.6 Hz, 2H), 3.02-2.94 (m, 6H), 2.48-2.43... The reactants are COC(C1=C(C(=CC(=C1)C)NC(=O)C1=C(C(=C(C(=C1F)F)C1=CC=C(C=C1)C(O[SiH2]C(C)(C)C)(C)C)F)F)N)=O (2-Amino-3-{[4′-(tert-butyl-dimethyl-silanyloxymethyl)-2,3,5,6-tetrafluoro-biphenyl-4-carbonyl]-amino}-5-methyl-benzoic acid methyl ester). The solvent is C(C)(=O)O (acetic acid). The product is COC(=O)C1=CC(=CC=2NC(=NC21)C2=C(C(=C(C(=C2F)F)C2=CC=C(C=C2)C(O[SiH2]C(C)(C)C)(C)C)F)F)C (2-[4′-(tert-Butyl-dimethyl-silanyloxymethyl)-2,3,5,6-tetrafluoro-biphenyl-4-yl]-6-methyl-1H-benzoimidazole-4-carboxylic acid methyl ester). As a reaction SMILES: [CH3:1][O:2][C:3](=[O:40])[C:4]1[CH:9]=[C:8]([CH3:10])[CH:7]=[C:6]([NH:11][C:12]([C:14]2[C:19]([F:20])=[C:18]([F:21])[C:17]([C:22]3[CH:27]=[CH:26][C:25]([C:28]([CH3:36])([CH3:35])[O:29][SiH2:30][C:31]([CH3:34])([CH3:33])[CH3:32])=[CH:24][CH:23]=3)=[C:16]([F:37])[C:15]=2[F:38])=O)[C:5]=1[NH2:39]>C(O)(=O)C>[CH3:1][O:2][C:3]([C:4]1[C:5]2[N:39]=[C:12]([C:14]3[C:15]([F:38])=[C:16]([F:37])[C:17]([C:22]4[CH:27]=[CH:26][C:25]([C:28]([CH3:36])([CH3:35])[O:29][SiH2:30][C:31]([CH3:32])([CH3:33])[CH3:34])=[CH:24][CH:23]=4)=[C:18]([F:21])[C:19]=3[F:20])[NH:11][C:6]=2[CH:7]=[C:8]([CH3:10])[CH:9]=1)=[O:40]. Procedure: 2-Amino-3-{[4′-(tert-butyl-dimethyl-silanyloxymethyl)-2,3,5,6-tetrafluoro-biphenyl-4-carbonyl]-amino}-5-methyl-benzoic acid methyl ester (2.4 g, 4.16 mmol) was dissolved in glacial acetic acid (75 mL) and stirred and refluxed for 4 hours. Progress of the reaction was monitored by TLC. Acetic acid was distilled under vacuum and the resulting residue was quenched with ice cold water. The precipitate was washed with water and dried (2.0 g, 84.03%) which was directly taken to the next step. Reactants: C1(=CC=CC=C1)N=C=O (Phenyl isocyanate), OCCC1=C2CC(NC2=CC=C1)=O (4-(2-hydroxy-ethyl)-1,3-dihydro-indol-2-one), [OH-].[Na+] (sodium hydroxide). The reagents and catalysts are N1=CC=CC=C1 (pyridine). The solvent is O1CCCC1 (tetrahydrofuran), CN(C=O)C (dimethylforamide). Conditions: temperature 70 celsius. Product: O=C1NC2=CC=CC(=C2C1)CCOC(NC1=CC=CC=C1)=O (phenyl-carbamic acid 2-(2-oxo-2,3-dihydro-1H-indol-4-yl)-ethyl ester). Isolated yield 80.4%. RXN SMILES: [C:1]1([N:7]=[C:8]=[O:9])[CH:6]=[CH:5][CH:4]=[CH:3][CH:2]=1.[OH:10][CH2:11][CH2:12][C:13]1[CH:21]=[CH:20][CH:19]=[C:18]2[C:14]=1[CH2:15][C:16](=[O:22])[NH:17]2.[OH-].[Na+]>O1CCCC1.CN(C)C=O.N1C=CC=CC=1>[O:22]=[C:16]1[CH2:15][C:14]2[C:18](=[CH:19][CH:20]=[CH:21][C:13]=2[CH2:12][CH2:11][O:10][C:8](=[O:9])[NH:7][C:1]2[CH:6]=[CH:5][CH:4]=[CH:3][CH:2]=2)[NH:17]1 |f:2.3|. Procedure details: Phenyl isocyanate (0.652 mL, 6 mmol) was added dropwise to a stirred mixture of 4-(2-hydroxy-ethyl)-1,3-dihydro-indol-2-one (709 mg, 4 mmol) in tetrahydrofuran (8 mL), dimethylforamide (2 mL) and pyridine (3 drops). The mixture was heated at 70° C. for 15 hours. The reaction was cooled, poured into 1 N sodium hydroxide solution (100 mL) and extracted with ethyl acetate (200 mL). The organic layer was washed with 1 N hydrochloric acid (100 mL) and brine, dried over anhydrous sodium sulfate and co...